Task: describe an organic reaction: reactants, conditions, products, and yield. Dataset: the Open Reaction Database (ORD), a public repository of structured organic reaction records Starting materials: C[Si](C)(C)[N-][Si](C)(C)C, Cc1ccccc1, Clc1nccnc1Cl, [Li+], COC(=O)C1CCOCC1. Yields the product COC(=O)C1(c2nccnc2Cl)CCOCC1. As a reaction SMILES: [CH3:20][Si:21]([N-:22][Si:23]([CH3:24])([CH3:25])[CH3:26])([CH3:27])[CH3:28].[CH3:29][c:30]1[cH:31][cH:32][cH:33][cH:34][cH:35]1.[Cl:1][c:2]1[n:3][cH:4][cH:5][n:6][c:7]1[Cl:8].[Li+:19].[O:9]1[CH2:10][CH2:11][CH:12]([C:15](=[O:16])[O:17][CH3:18])[CH2:13][CH2:14]1>>[c:2]1([C:12]2([C:15](=[O:16])[O:17][CH3:18])[CH2:11][CH2:10][O:9][CH2:14][CH2:13]2)[n:3][cH:4][cH:5][n:6][c:7]1[Cl:8]. Reactants: COC(=O)C1CN(C(C12CC2)=O)CC2=C(C=C(C=C2)OC)OC (5-(2,4-dimethoxybenzyl)-4-oxo-5-azaspiro[2.4]heptane-7-carboxylic acid methyl ester), aqueous solution, [OH-].[Na+] (sodium hydroxide), aqueous solution, Cl (hydrochloric acid). Solvent: CCCCCC.C(C)(=O)OCC (n-hexane ethyl acetate). Conditions: time 1 hour. The product is COC1=C(CN2C(C3(CC3)C(C2)C(=O)O)=O)C=CC(=C1)OC (5-(2,4-Dimethoxybenzyl)-4-oxo-5-azaspiro[2.4]heptane-7-carboxylic acid). The yield is 82.3%. RXN SMILES: C[O:2][C:3]([CH:5]1[C:9]2([CH2:11][CH2:10]2)[C:8](=[O:12])[N:7]([CH2:13][C:14]2[CH:19]=[CH:18][C:17]([O:20][CH3:21])=[CH:16][C:15]=2[O:22][CH3:23])[CH2:6]1)=[O:4].[OH-].[Na+].Cl>CCCCCC.C(OCC)(=O)C>[CH3:23][O:22][C:15]1[CH:16]=[C:17]([O:20][CH3:21])[CH:18]=[CH:19][C:14]=1[CH2:13][N:7]1[CH2:6][CH:5]([C:3]([OH:4])=[O:2])[C:9]2([CH2:11][CH2:10]2)[C:8]1=[O:12] |f:1.2,4.5|. Procedure details: To a solution of 5-(2,4-dimethoxybenzyl)-4-oxo-5-azaspiro[2.4]heptane-7-carboxylic acid methyl ester (2.02 g) in tetrahydrofuran/methanol (1/1, 12 ml) was added a 1M aqueous solution of sodium hydroxide (12 ml) at room temperature, and the mixture was stirred for 1 hour. To this reaction solution was added a 2M aqueous solution of hydrochloric acid (6 ml), and the mixture was stirred, and then concentrated under reduced pressure. The resulting residue was dissolved in ethyl acetate, the solution... The reactants are CCCCCCC (heptane), [OH-].[Na+] (NaOH), CC(C)(C=1C=CC=CC1CC[C@H](C=2C=CC=C(C2)/C=C/C=3C=CC=4C=CC(=CC4N3)Cl)SCC5(CC5)CC(=O)O)O (Montelukast). The solvent is CO (methanol), C1(=CC=CC=C1)C (toluene), C(C)(=O)OCC (ethyl acetate). Run at time 1 hour. Product: CC(C)(C=1C=CC=CC1CC[C@H](C=2C=CC=C(C2)/C=C/C=3C=CC=4C=CC(=CC4N3)Cl)SCC5(CC5)CC(=O)[O-])O.[Na+] (Montelukast sodium). Isolated yield 100.0%. Reaction SMILES: [CH3:1][C:2]([OH:41])([C:4]1[CH:5]=[CH:6][CH:7]=[CH:8][C:9]=1[CH2:10][CH2:11][C@@H:12]([S:32][CH2:33][C:34]1([CH2:37][C:38]([OH:40])=[O:39])[CH2:36][CH2:35]1)[C:13]1[CH:14]=[CH:15][CH:16]=[C:17](/[CH:19]=[CH:20]/[C:21]2[CH:22]=[CH:23][C:24]3[CH:25]=[CH:26][C:27]([Cl:31])=[CH:28][C:29]=3[N:30]=2)[CH:18]=1)[CH3:3].[OH-].[Na+:43].CCCCCCC>C1(C)C=CC=CC=1.CO.C(OCC)(=O)C>[CH3:3][C:2]([OH:41])([C:4]1[CH:5]=[CH:6][CH:7]=[CH:8][C:9]=1[CH2:10][CH2:11][C@@H:12]([S:32][CH2:33][C:34]1([CH2:37][C:38]([O-:40])=[O:39])[CH2:35][CH2:36]1)[C:13]1[CH:14]=[CH:15][CH:16]=[C:17](/[CH:19]=[CH:20]/[C:21]2[CH:22]=[CH:23][C:24]3[CH:25]=[CH:26][C:27]([Cl:31])=[CH:28][C:29]=3[N:30]=2)[CH:18]=1)[CH3:1].[Na+:43] |f:1.2,7.8|. Reported procedure: 2.6 g of Montelukast acid were dissolved in 26 ml of toluene and 8.9 ml of 0.5M NaOH solution in methanol were added slowly at room temperature. The mixture was stirred for 1 hour and the solvent was removed under vacuum to obtain a residue. Then, heptane (24 ml) was added over 30 minutes to a well stirred solution of the residue in 4 ml of ethyl acetate at room temperature. Two hours after the addition, an off white solid was filtered off under a nitrogen atmosphere and washed with 5 ml of hept... Starting materials: ice water, [H-].[Na+] (sodium hydride), ClC1=NC(=CC=C1[N+](=O)[O-])Cl (2,6-dichloro-3-nitropyridine), C(C1=CC=CC=C1)O (benzyl alcohol). The solvent is O1CCCC1 (tetrahydrofuran). Conditions: temperature 0 celsius, time 1.5 hour. Product: ClC1=CC=C(C(=N1)OCC1=CC=CC=C1)[N+](=O)[O-] (6-chloro-2-benzyloxy-3-nitropyridine). Isolated yield 82.6%. As a reaction SMILES: [H-].[Na+].Cl[C:4]1[C:9]([N+:10]([O-:12])=[O:11])=[CH:8][CH:7]=[C:6]([Cl:13])[N:5]=1.[CH2:14]([OH:21])[C:15]1[CH:20]=[CH:19][CH:18]=[CH:17][CH:16]=1>O1CCCC1>[Cl:13][C:6]1[N:5]=[C:4]([O:21][CH2:14][C:15]2[CH:20]=[CH:19][CH:18]=[CH:17][CH:16]=2)[C:9]([N+:10]([O-:12])=[O:11])=[CH:8][CH:7]=1 |f:0.1|. Procedure: 2.0 g of sodium hydride was added to a mixture of 9.65 g of 2,6-dichloro-3-nitropyridine, 5.41 g of benzyl alcohol and 30 ml of tetrahydrofuran 0° C. The mixture was stirred at 0° C. for 1.5 hours, then at room temperature for 1.5 hours. The reaction solution was poured into ice water, and extracted with ethyl acetate. The organic layer was washed with saturated saline, dried over anhydrous magnesium sulfate, and concentrated. The residue was subjected to silica gel column chromatography to obta...